Dataset: the Open Reaction Database (ORD), a public repository of structured organic reaction records. Task: describe an organic reaction: reactants, conditions, products, and yield Reactants: ClCC=1N=C(C2=C(N1)SC(=C2C)C)C2=CC(=C(C=C2)OC)OC (2-chloromethyl-4-(3,4-dimethoxyphenyl)-5,6-dimethylthieno[2,3-d]pyrimidine), C(C)NCC (diethylamine). The solvent is ClCCl (dichloromethane). Run at time 16 hour. Product: COC=1C=C(C=CC1OC)C=1C2=C(N=C(N1)CN(C)C)SC(=C2C)C (4-(3,4-dimethoxyphenyl)-5,6-dimethyl-2-(N,N-dimethylamino-methyl)thieno[2,3-d]pyrimidine). Isolated yield 44.0%. Reaction SMILES: Cl[CH2:2][C:3]1[N:4]=[C:5]([C:14]2[CH:19]=[CH:18][C:17]([O:20][CH3:21])=[C:16]([O:22][CH3:23])[CH:15]=2)[C:6]2[C:11]([CH3:12])=[C:10]([CH3:13])[S:9][C:7]=2[N:8]=1.[CH2:24]([NH:26][CH2:27]C)C>ClCCl>[CH3:23][O:22][C:16]1[CH:15]=[C:14]([C:5]2[C:6]3[C:11]([CH3:12])=[C:10]([CH3:13])[S:9][C:7]=3[N:8]=[C:3]([CH2:2][N:26]([CH3:27])[CH3:24])[N:4]=2)[CH:19]=[CH:18][C:17]=1[O:20][CH3:21]. Procedure: A mixture of 2-chloromethyl-4-(3,4-dimethoxyphenyl)-5,6-dimethylthieno[2,3-d]pyrimidine (1.0 g), diethylamine (1.2 ml) and dichloromethane (30 ml) was stirred for 16 hours under reflux. The reaction mixture was concentrated under reduced pressure, which was dissolved in ethyl acetate. The ethyl acetate layer was washed with water and dried (MgSO4), then the solvent was distilled off. The residue was subjected to column chromatography on silica gel. From the fraction eluted with ethyl acetate-met... Starting materials: CCN=C=NCCCN(C)C, CCN(C(C)C)C(C)C, Cl, O=C(O)C(F)(F)F, [Li], NCC(=O)N1CCN(C(=O)c2ccccc2C(F)(F)F)CC1, CN(C)C=O, O, On1nnc2ccccc21, O=C(O)c1nnc(-c2ccccc2)o1. Product: O=C(NCC(=O)N1CCN(C(=O)c2ccccc2C(F)(F)F)CC1)c1nnc(-c2ccccc2)o1. As a reaction SMILES: [CH3:20][CH2:21][N:22]=[C:23]=[N:24][CH2:25][CH2:26][CH2:27][N:28]([CH3:29])[CH3:30].[CH:1]([N:2]([CH2:3][CH3:4])[CH:5]([CH3:6])[CH3:7])([CH3:8])[CH3:9].[ClH:31].[F:54][C:55]([F:56])([F:57])[C:58]([OH:59])=[O:60].[Li:61].[NH2:32][CH2:33][C:34](=[O:35])[N:36]1[CH2:37][CH2:38][N:39]([C:42]([c:43]2[c:44]([C:49]([F:50])([F:51])[F:52])[cH:45][cH:46][cH:47][cH:48]2)=[O:53])[CH2:40][CH2:41]1.[O:76]=[CH:77][N:78]([CH3:79])[CH3:80].[OH2:81].[OH:10][n:11]1[c:12]2[c:13]([cH:14][cH:15][cH:16][cH:17]2)[n:18][n:19]1.[c:62]1(-[c:68]2[n:69][n:70][c:71]([C:73](=[O:74])[OH:75])[o:72]2)[cH:63][cH:64][cH:65][cH:66][cH:67]1>>[NH:32]([CH2:33][C:34](=[O:35])[N:36]1[CH2:37][CH2:38][N:39]([C:42]([c:43]2[c:44]([C:49]([F:50])([F:51])[F:52])[cH:45][cH:46][cH:47][cH:48]2)=[O:53])[CH2:40][CH2:41]1)[C:73]([c:71]1[n:70][n:69][c:68](-[c:62]2[cH:63][cH:64][cH:65][cH:66][cH:67]2)[o:72]1)=[O:74]. Starting materials: COC=1C=C(C=C(C1OC)OC)C1OCCO1 (2-(3,4,5-Trimethoxyphenyl)-1,3-dioxolan), COC=1C=C(C=O)C=C(C1OC)OC (3,4,5-trimethoxybenzaldehyde), C[Si](C)(C)C1=C(C(N(C(N1)=O)[Si](C)(C)C)=O)F (bis(trimethylsilyl)-5-fluorouracil), FC=1C(NC(NC1)=O)=O (5-fluorouracil). Solvent: ClCCl (dichloromethane), C(CO)O (ethylene glycol). Product: OCCOC(C1=CC(=C(C(=C1)OC)OC)OC)N1C(=O)NC(=O)C(=C1)F (1-[α-(2-hydroxyethoxy)-3,4,5-trimethoxybenzyl]-5-fluorouracil). Reaction SMILES: [CH3:1][O:2][C:3]1[CH:4]=[C:5]([CH:13]2[O:17][CH2:16][CH2:15][O:14]2)[CH:6]=[C:7]([O:11][CH3:12])[C:8]=1[O:9][CH3:10].COC1C=C(C=C(OC)C=1OC)C=O.C[Si]([C:36]1[NH:41][C:40](=[O:42])[N:39]([Si](C)(C)C)[C:38](=[O:47])[C:37]=1[F:48])(C)C.FC1C(=O)NC(=O)NC=1>ClCCl.C(O)CO>[OH:14][CH2:15][CH2:16][O:17][CH:13]([N:41]1[CH:36]=[C:37]([F:48])[C:38](=[O:47])[NH:39][C:40]1=[O:42])[C:5]1[CH:6]=[C:7]([O:11][CH3:12])[C:8]([O:9][CH3:10])=[C:3]([O:2][CH3:1])[CH:4]=1. Procedure: 2-(3,4,5-Trimethoxyphenyl)-1,3-dioxolan (20.3 g) prepared from 3,4,5-trimethoxybenzaldehyde and ethylene glycol was dissolved in dichloromethane (50 ml). To the solution bis(trimethylsilyl)-5-fluorouracil prepared from 5-fluorouracil (10 g) was added and treated as in Example 10 to give 7.2 g of crystalline 1-[α-(2-hydroxyethoxy)-3,4,5-trimethoxybenzyl]-5-fluorouracil. Starting materials: Cl.NC1=C(C(=O)C2=CC(=C(C=C2)OC)OC)C=C(C(=C1)OC)OC (2-amino-3',4',4,5-tetramethoxybenzophenone hydrochloride), CC(CC(CCCC)=O)=O (2,4-octanedione). The solvent is C(C)O (ethanol). Product: COC=1C=C(C=CC1OC)C1=C(C(=NC2=CC(=C(C=C12)OC)OC)C)C(CCCC)=O (4-(3,4-dimethoxyphenyl)-6,7-dimethoxy-2-methyl-3-valerylquinoline). As a reaction SMILES: Cl.[NH2:2][C:3]1[CH:20]=[C:19]([O:21][CH3:22])[C:18]([O:23][CH3:24])=[CH:17][C:4]=1[C:5]([C:7]1[CH:12]=[CH:11][C:10]([O:13][CH3:14])=[C:9]([O:15][CH3:16])[CH:8]=1)=O.[CH3:25][C:26](=O)[CH2:27][C:28](=[O:33])[CH2:29][CH2:30][CH2:31][CH3:32]>C(O)C>[CH3:16][O:15][C:9]1[CH:8]=[C:7]([C:5]2[C:4]3[C:3](=[CH:20][C:19]([O:21][CH3:22])=[C:18]([O:23][CH3:24])[CH:17]=3)[N:2]=[C:26]([CH3:25])[C:27]=2[C:28](=[O:33])[CH2:29][CH2:30][CH2:31][CH3:32])[CH:12]=[CH:11][C:10]=1[O:13][CH3:14] |f:0.1|. Procedure details: A mixture of 2-amino-3',4',4,5-tetramethoxybenzophenone hydrochloride (25.0 g), 2,4-octanedione (10.5 g) and ethanol (500 ml) was stirred under reflux for 2 hours. The solvent was evaporated under reduced pressure. The residue was poured into saturated aqueous sodium bicarbonate solution, and extracted with chloroform. The chloroform layer was washed with water and dried over magnesium sulfate. The chloroform was evaporated, and the residue was subjected to column chromatography on silica gel. T... Starting materials: C(O)([O-])=O.[Na+] (sodium hydrogen carbonate), Cl.N[C@H]1[C@@H](C1)C1=CC=C(C=C1)NC([C@H](NC(=O)OCC1=CC=CC=C1)CC1=CC=CC=C1)=O (N-[4-(trans-2-aminocyclopropyl)phenyl]-Nα-[(benzyloxy)carbonyl]-D-phenylalaninamide hydrochloride), [BH4-].[Na+] (Sodium borohydride), C(O)([O-])=O.[Na+] (sodium hydrogen carbonate), C(C1=CC=CC=C1)=O (benzaldehyde). Solvent: CO (methanol), C1CCOC1 (THF). Run at temperature 70 celsius, time 1 hour. The product is Cl.C(C1=CC=CC=C1)N[C@H]1[C@@H](C1)C1=CC=C(C=C1)NC([C@H](NC(=O)OCC1=CC=CC=C1)CC1=CC=CC=C1)=O (N-{4-[trans-2-(benzylamino)cyclopropyl]phenyl}-Nα-[(benzyloxy)carbonyl]-D-phenylalaninamide hydrochloride). As a reaction SMILES: [ClH:1].[NH2:2][C@@H:3]1[CH2:5][C@H:4]1[C:6]1[CH:11]=[CH:10][C:9]([NH:12][C:13](=[O:33])[C@@H:14]([CH2:26][C:27]2[CH:32]=[CH:31][CH:30]=[CH:29][CH:28]=2)[NH:15][C:16]([O:18][CH2:19][C:20]2[CH:25]=[CH:24][CH:23]=[CH:22][CH:21]=2)=[O:17])=[CH:8][CH:7]=1.C(=O)([O-])O.[Na+].[CH:39](=O)[C:40]1[CH:45]=[CH:44][CH:43]=[CH:42][CH:41]=1.[BH4-].[Na+]>C1COCC1.CO>[ClH:1].[CH2:39]([NH:2][C@@H:3]1[CH2:5][C@H:4]1[C:6]1[CH:11]=[CH:10][C:9]([NH:12][C:13](=[O:33])[C@@H:14]([CH2:26][C:27]2[CH:28]=[CH:29][CH:30]=[CH:31][CH:32]=2)[NH:15][C:16]([O:18][CH2:19][C:20]2[CH:21]=[CH:22][CH:23]=[CH:24][CH:25]=2)=[O:17])=[CH:8][CH:7]=1)[C:40]1[CH:45]=[CH:44][CH:43]=[CH:42][CH:41]=1 |f:0.1,2.3,5.6,9.10|. Reported procedure: To a mixture of N-[4-(trans-2-aminocyclopropyl)phenyl]-Nα-[(benzyloxy)carbonyl]-D-phenylalaninamide hydrochloride (100 mg) described in a document (J. Am. Chem. Soc. 2010, 132, 6827.), sodium hydrogen carbonate (27.0 mg), and methanol (4.00 mL) was added benzaldehyde (0.022 mL), and the mixture was stirred at 70° C. for 1 hr. The reaction mixture was diluted with dehydrated THF (6.00 mL), and cooled in an ice bath. Sodium borohydride (24.4 mg) was added and the mixture was stirred at 0° C. for 2... Yields the product COc1ccc2oc(C(=O)C(C)(C)C)c(CC(O)C(C)(C)C)c2c1. The reactants are C1CCOC1, COc1ccc2oc(C(=O)C(C)(C)C)c(C)c2c1, CC(C)[N-]C(C)C, CCc1ccccc1, CC(C)(C)C=O, CCCCCCC, [Li+]. As a reaction SMILES: [CH2:41]1[O:42][CH2:43][CH2:44][CH2:45]1.[CH3:1][O:2][c:3]1[cH:4][cH:5][c:6]2[c:7]([c:8]([CH3:17])[c:9]([C:11]([C:12]([CH3:13])([CH3:14])[CH3:15])=[O:16])[o:10]2)[cH:18]1.[CH3:20][CH:21]([N-:22][CH:23]([CH3:24])[CH3:25])[CH3:26].[CH3:27][CH2:28][c:29]1[cH:30][cH:31][cH:32][cH:33][cH:34]1.[CH3:35][C:36]([CH:37]=[O:38])([CH3:39])[CH3:40].[CH3:46][CH2:47][CH2:48][CH2:49][CH2:50][CH2:51][CH3:52].[Li+:19]>>[CH3:1][O:2][c:3]1[cH:4][cH:5][c:6]2[c:7]([c:8]([CH2:17][CH:37]([C:36]([CH3:35])([CH3:39])[CH3:40])[OH:38])[c:9]([C:11]([C:12]([CH3:13])([CH3:14])[CH3:15])=[O:16])[o:10]2)[cH:18]1. Starting materials: CC(C)=O, CC(c1ccc(OCC(F)(F)F)cc1)N1CCC(CCCO)(c2ccc(F)cc2)OC1=O. Yields the product CC(c1ccc(OCC(F)(F)F)cc1)N1CCC(CCC(=O)O)(c2ccc(F)cc2)OC1=O. As a reaction SMILES: [CH3:33][C:34]([CH3:35])=[O:36].[F:1][c:2]1[cH:3][cH:4][c:5]([C:8]2([CH2:29][CH2:30][CH2:31][OH:32])[CH2:9][CH2:10][N:11]([CH:15]([CH3:16])[c:17]3[cH:18][cH:19][c:20]([O:23][CH2:24][C:25]([F:26])([F:27])[F:28])[cH:21][cH:22]3)[C:12](=[O:14])[O:13]2)[cH:6][cH:7]1>>[F:1][c:2]1[cH:3][cH:4][c:5]([C:8]2([CH2:29][CH2:30][C:31](=[O:32])[OH:36])[CH2:9][CH2:10][N:11]([CH:15]([CH3:16])[c:17]3[cH:18][cH:19][c:20]([O:23][CH2:24][C:25]([F:26])([F:27])[F:28])[cH:21][cH:22]3)[C:12](=[O:14])[O:13]2)[cH:6][cH:7]1.